This data is from the Open Reaction Database (ORD), a public repository of structured organic reaction records. The task is: describe an organic reaction: reactants, conditions, products, and yield RXN SMILES: [Cl:1][c:2]1[cH:3][cH:4][c:5]([CH2:6][NH:7][C:8]([NH:9][O:10][CH2:11][C:12](=[O:13])[OH:14])=[O:15])[cH:16][cH:17]1.[NH2:18][CH:19]([C:20](=[O:21])[N:22]([CH:23]([CH:24]([O:25][CH2:26][CH3:27])[O:28][CH2:29][CH3:30])[CH3:31])[CH2:32][c:33]1[c:34]2[c:35]([s:36][cH:37]1)[cH:38][cH:39][cH:40][cH:41]2)[CH2:42][c:43]1[cH:44][cH:45][c:46]([O:49][C:50]([CH3:51])([CH3:52])[CH3:53])[cH:47][cH:48]1>>[Cl:1][c:2]1[cH:3][cH:4][c:5]([CH2:6][NH:7][C:8]([NH:9][O:10][CH2:11][C:12](=[O:14])[NH:18][CH:19]([C:20](=[O:21])[N:22]([CH:23]([CH:24]([O:25][CH2:26][CH3:27])[O:28][CH2:29][CH3:30])[CH3:31])[CH2:32][c:33]2[c:34]3[c:35]([s:36][cH:37]2)[cH:38][cH:39][cH:40][cH:41]3)[CH2:42][c:43]2[cH:44][cH:45][c:46]([O:49][C:50]([CH3:51])([CH3:52])[CH3:53])[cH:47][cH:48]2)=[O:15])[cH:16][cH:17]1. Starting materials: O=C(O)CONC(=O)NCc1ccc(Cl)cc1, CCOC(OCC)C(C)N(Cc1csc2ccccc12)C(=O)C(N)Cc1ccc(OC(C)(C)C)cc1. Product: CCOC(OCC)C(C)N(Cc1csc2ccccc12)C(=O)C(Cc1ccc(OC(C)(C)C)cc1)NC(=O)CONC(=O)NCc1ccc(Cl)cc1. Starting materials: O=C([O-])[O-], CC(C)(C)[O-], CN1CCCC1=O, Fc1cncc(F)c1, [K+], [K+], [K+], Nc1cc(O)ccc1Cl. Yields the product Nc1cc(Oc2cncc(F)c2)ccc1Cl. RXN SMILES: [C:24](=[O:25])([O-:26])[O-:27].[CH3:10][C:11]([CH3:12])([O-:13])[CH3:14].[CH3:30][N:31]1[CH2:32][CH2:33][CH2:34][C:35]1=[O:36].[F:16][c:17]1[cH:18][n:19][cH:20][c:21]([F:23])[cH:22]1.[K+:15].[K+:28].[K+:29].[NH2:1][c:2]1[cH:3][c:4]([OH:9])[cH:5][cH:6][c:7]1[Cl:8]>>[NH2:1][c:2]1[cH:3][c:4]([O:9][c:21]2[cH:20][n:19][cH:18][c:17]([F:16])[cH:22]2)[cH:5][cH:6][c:7]1[Cl:8]. The reactants are CC1=CC=CC(=N1)C=1N=C(C2=C(N1)NC=C2)C=2C=NC=C(C2)C#C[Si](C)(C)C (2-(6-methyl-pyridin-2-yl)-4-(5-trimethylsilanylethynyl-pyridin-3-yl)-7H-pyrrolo[2,3-d]pyrimidine), CC1=CC=CC(=N1)C=1N=C(C2=C(N1)NC=C2)C=2C=NC=C(C2)C#C[Si](C)(C)C (2-(6-methyl-pyridin-2-yl)-4-(5-trimethylsilanylethynyl-pyridin-3-yl)-7H-pyrrolo[2,3-d]pyrimidine), CCCC[N+](CCCC)(CCCC)CCCC.[F-] (TBAF). Run in C1CCOC1 (THF). Reaction conditions: time 10 minute. Product: C(#C)C=1C=C(C=NC1)C=1C2=C(N=C(N1)C1=NC(=CC=C1)C)NC=C2 (4-(5-Ethynyl-pyridin-3-yl)-2-(6-methyl-pyridin-2-yl)-7H-pyrrolo[2,3-d]pyrimidine). Reaction SMILES: [CH3:1][C:2]1[N:7]=[C:6]([C:8]2[N:9]=[C:10]([C:17]3[CH:18]=[N:19][CH:20]=[C:21]([C:23]#[C:24][Si](C)(C)C)[CH:22]=3)[C:11]3[CH:16]=[CH:15][NH:14][C:12]=3[N:13]=2)[CH:5]=[CH:4][CH:3]=1.CCCC[N+](CCCC)(CCCC)CCCC.[F-]>C1COCC1>[C:23]([C:21]1[CH:22]=[C:17]([C:10]2[C:11]3[CH:16]=[CH:15][NH:14][C:12]=3[N:13]=[C:8]([C:6]3[CH:5]=[CH:4][CH:3]=[C:2]([CH3:1])[N:7]=3)[N:9]=2)[CH:18]=[N:19][CH:20]=1)#[CH:24] |f:1.2|. Reported procedure: To a solution of 2-(6-methyl-pyridin-2-yl)-4-(5-trimethylsilanylethynyl-pyridin-3-yl)-7H-pyrrolo[2,3-d]pyrimidine (Intermediate 216) (1 eq, 0.181 mmol, 70 mg) in THF (2 ml) is added TBAF (1 M in THF, 2 eq, 0.36 mmol, 0.36 ml). The resulting mixture is stirred for 10 min at r.t., then the solvent is removed in vacuo. Water is added, then the mixture is extracted with EtOAc. The organic layer is washed with sat. aqueous NaCl solution, dried with MgSO4, and concentrated under reduced pressure. The ... Reactants: CC(C)(C)OC(=O)OC(C)(C)C, ClCCl, NCCCN. Yields the product CC(C)(C)OC(=O)NCCCN. RXN SMILES: [C:1]([O:2][C:6]([O:7][C:8]([CH3:9])([CH3:10])[CH3:11])=[O:12])([CH3:3])([CH3:4])[CH3:5].[CH2:18]([Cl:19])[Cl:20].[NH2:13][CH2:14][CH2:15][CH2:16][NH2:17]>>[C:6]([O:7][C:8]([CH3:9])([CH3:10])[CH3:11])(=[O:12])[NH:13][CH2:14][CH2:15][CH2:16][NH2:17].